Task: describe an organic reaction: reactants, conditions, products, and yield. Dataset: the Open Reaction Database (ORD), a public repository of structured organic reaction records Reactants: [OH-].[K+] (potassium hydroxide), C1(=CC=CC2=CC=CC=C12)O (1-naphthol), ClCC(=O)O (2-chloroacetic acid). Run in O (H2O). Product: C1(=CC=CC2=CC=CC=C12)OCC(=O)O (2-(1-Naphthoxy)acetic acid). The yield is 64.2%. RXN SMILES: [OH-].[K+].[C:3]1([OH:13])[C:12]2[C:7](=[CH:8][CH:9]=[CH:10][CH:11]=2)[CH:6]=[CH:5][CH:4]=1.Cl[CH2:15][C:16]([OH:18])=[O:17]>O>[C:3]1([O:13][CH2:15][C:16]([OH:18])=[O:17])[C:12]2[C:7](=[CH:8][CH:9]=[CH:10][CH:11]=2)[CH:6]=[CH:5][CH:4]=1 |f:0.1|. Reported procedure: To a solution of potassium hydroxide (2.98 g, 52.1 mmol) in H2O (35 mL) was added 1-naphthol (3.08 g, 21.4 mmol), followed by 2-chloroacetic acid (2.32 g, 24.7 mmol). The resulting mixture was heated at reflux for 3 h, then allowed to cool and extracted with EtOAc. The aqueous phase was made acidic by the addition of 3N HCl and extracted with EtOAc. The organic phase from the acidic extraction was washed with saturated aqueous NaCl. The solvent was removed in vacuo to provide the title compound ... Starting materials: C(CCCCCCC)OC(C(=O)O)C (α-octyloxypropionic acid), S(=O)(Cl)Cl (thionyl chloride). Product: C(CCCCCCC)OC(C(=O)Cl)C (α-octyloxypropionic acid chloride). RXN SMILES: [CH2:1]([O:9][CH:10]([CH3:14])[C:11](O)=[O:12])[CH2:2][CH2:3][CH2:4][CH2:5][CH2:6][CH2:7][CH3:8].S(Cl)([Cl:17])=O>>[CH2:1]([O:9][CH:10]([CH3:14])[C:11]([Cl:17])=[O:12])[CH2:2][CH2:3][CH2:4][CH2:5][CH2:6][CH2:7][CH3:8]. Procedure details: 10 ml of thionyl chloride was added to 2.0 g of α-octyloxypropionic acid, and the mixture was refluxed under heat for 2 hours. Then, excess thionyl chloride was distilled off to obtain α-octyloxypropionic acid chloride. 20 ml of dry pyridine was added thereto, and a solution of 5.0 g of p-hydroxybenzoic acid dissolved in 40 ml of dry pyridine was further added. After the addition, the mixture was refluxed for 2 hours, charged into ice water, and extracted with benzene. The extract was purified w... Reactants: CCOC(C)=O, OCc1cc2cnc3cccc(s1)n23. Product: O=Cc1cc2cnc3cccc(s1)n23. As a reaction SMILES: [CH3:15][CH2:16][O:17][C:18](=[O:19])[CH3:20].[n:1]1[cH:2][c:3]2[cH:4][c:5]([CH2:13][OH:14])[s:6][c:7]3[cH:8][cH:9][cH:10][c:11]1[n:12]23>>[n:1]1[cH:2][c:3]2[cH:4][c:5]([CH:13]=[O:14])[s:6][c:7]3[cH:8][cH:9][cH:10][c:11]1[n:12]23. Reactants: CI, [Cl-], CC(=O)c1cc(-c2c(Cl)ccc(C(=O)O)c2Cl)n[nH]1, Cl, [H-], [Na+], [Na+], C1CCOC1. The product is CC(=O)c1cc(-c2c(Cl)ccc(C(=O)O)c2Cl)n(C)n1. RXN SMILES: [CH3:22][I:23].[Cl-:25].[Cl:1][c:2]1[c:3]([C:4](=[O:5])[OH:6])[cH:7][cH:8][c:9]([Cl:19])[c:10]1-[c:11]1[n:12][nH:13][c:14]([C:16](=[O:17])[CH3:18])[cH:15]1.[ClH:26].[H-:20].[Na+:21].[Na+:24].[O:27]1[CH2:28][CH2:29][CH2:30][CH2:31]1>>[Cl:1][c:2]1[c:3]([C:4](=[O:5])[OH:6])[cH:7][cH:8][c:9]([Cl:19])[c:10]1-[c:11]1[n:12]([CH3:22])[n:13][c:14]([C:16](=[O:17])[CH3:18])[cH:15]1. The reactants are [BH4-], CO, Cl, [Li+], CC(C)C1CCC(=Nn2c(=O)c(C3=NS(=O)(=O)c4ccccc4N3)c(O)c3ccccc32)CC1, C1CCOC1, O. Yields the product CC(C)C1CCC(Nn2c(=O)c(C3=NS(=O)(=O)c4ccccc4N3)c(O)c3ccccc32)CC1. As a reaction SMILES: [BH4-:37].[CH3:35][OH:36].[ClH:39].[Li+:38].[O:1]=[S:2]1(=[O:34])[N:3]=[C:4]([c:12]2[c:13](=[O:33])[n:14]([N:23]=[C:24]3[CH2:25][CH2:26][CH:27]([CH:30]([CH3:31])[CH3:32])[CH2:28][CH2:29]3)[c:15]3[cH:16][cH:17][cH:18][cH:19][c:20]3[c:21]2[OH:22])[NH:5][c:6]2[c:7]1[cH:8][cH:9][cH:10][cH:11]2.[O:40]1[CH2:41][CH2:42][CH2:43][CH2:44]1.[OH2:45]>>[O:1]=[S:2]1(=[O:34])[N:3]=[C:4]([c:12]2[c:13](=[O:33])[n:14]([NH:23][CH:24]3[CH2:25][CH2:26][CH:27]([CH:30]([CH3:31])[CH3:32])[CH2:28][CH2:29]3)[c:15]3[cH:16][cH:17][cH:18][cH:19][c:20]3[c:21]2[OH:22])[NH:5][c:6]2[c:7]1[cH:8][cH:9][cH:10][cH:11]2. The reactants are [BH3-]C#N, CC1(C)CCC(C=NOCc2ccccc2)(C(=O)O)CC1, [CH3], CO, [Na+]. Yields the product CC1(C)CCC(CNOCc2ccccc2)(C(=O)O)CC1. Reaction SMILES: [C:23]([BH3-:24])#[N:25].[CH2:1]([c:2]1[cH:3][cH:4][cH:5][cH:6][cH:7]1)[O:8][N:9]=[CH:10][C:11]1([C:19](=[O:20])[OH:21])[CH2:12][CH2:13][C:14]([CH3:17])([CH3:18])[CH2:15][CH2:16]1.[CH3:22].[CH3:27][OH:28].[Na+:26]>>[CH2:1]([c:2]1[cH:3][cH:4][cH:5][cH:6][cH:7]1)[O:8][NH:9][CH2:10][C:11]1([C:19](=[O:20])[OH:21])[CH2:12][CH2:13][C:14]([CH3:17])([CH3:18])[CH2:15][CH2:16]1. The reactants are C1(=CC=CC=C1)N1C=NC2=C(C1=O)SC=C2C2=CC=CC=C2 (3,7-Diphenylthieno[3,2-d]pyrimidin-4(3H)-one), NC1=C(SC=C1C1=C(C=CC=C1)F)C(=O)OC (methyl 3-amino-4-(2-fluorophenyl)thiophene-2-carboxylate), C(OCC)(OCC)OCC (triethyl orthoformate), C(C=C)N (allylamine). The solvent is C(C)(=O)O (acetic acid). The product is C(C=C)N1C=NC2=C(C1=O)SC=C2C2=C(C=CC=C2)F (3-Allyl-7-(2-fluorophenyl)thieno[3,2-d]pyrimidin-4(3H)-one). Yield: 10.2%. RXN SMILES: [C:1]1([N:7]2[C:12](=[O:13])[C:11]3[S:14][CH:15]=[C:16]([C:17]4[CH:22]=[CH:21][CH:20]=[CH:19][CH:18]=4)[C:10]=3[N:9]=[CH:8]2)C=CC=[CH:3][CH:2]=1.NC1C(C2C=CC=CC=2[F:35])=CSC=1C(OC)=O.C(OCC)(OCC)OCC.C(N)C=C>C(O)(=O)C>[CH2:1]([N:7]1[C:12](=[O:13])[C:11]2[S:14][CH:15]=[C:16]([C:17]3[CH:22]=[CH:21][CH:20]=[CH:19][C:18]=3[F:35])[C:10]=2[N:9]=[CH:8]1)[CH:2]=[CH2:3]. Procedure: In the same manner as the synthesis of Compound 1, methyl 3-amino-4-(2-fluorophenyl)thiophene-2-carboxylate (100 mg, 0.40 mmol), triethyl orthoformate (1.0 ml), allylamine (86 mg, 0.92 mmol), and acetic acid (0.1 ml) were used to give 11.7 mg (0.04 mmol, 10.2% yield) of the title compound. Reactants: CO, Cl, CC(CSC1CCCCO1)C(=O)N1CCCC1C(=O)O. Product: CC(CS)C(=O)N1CCCC1C(=O)O. RXN SMILES: [CH3:22][OH:23].[ClH:21].[O:1]1[CH2:2][CH2:3][CH2:4][CH2:5][CH:6]1[S:7][CH2:8][CH:9]([C:10](=[O:11])[N:12]1[CH:13]([C:14](=[O:15])[OH:16])[CH2:17][CH2:18][CH2:19]1)[CH3:20]>>[SH:7][CH2:8][CH:9]([C:10](=[O:11])[N:12]1[CH:13]([C:14](=[O:15])[OH:16])[CH2:17][CH2:18][CH2:19]1)[CH3:20]. Reactants: C(N)(=N)C1=CC=C(C=C1)CC(C(=O)N[C@H](C(=O)O)C1CCCCC1)C(N(C)C)=O ([3-(4-carbamimidoyl-phenyl)-2-(R,S)-dimethylcarbamoyl-propionylamino]-(S)-cyclohexyl-acetic acid), Cl.NCC1=CC=C(C#N)C=C1 (4-aminomethyl-benzonitrile hydrochloride), CN(C=O)C (dimethylformamide), C(C)N1CCOCC1 (N-ethylmorpholine). Run at time 1 hour. Product: C(C)(=O)O.C(N)(=N)C1=CC=C(CC(C(=O)N[C@@H](C2CCCCC2)C(NCC2=CC=C(C=C2)C#N)=O)C(=O)N(C)C)C=C1 (2-(R,S)-(4-Carbamimidoyl-benzyl)-N-[(4-cyano-benzylcarbamoyl)-(S)-cyclohexyl-methyl]-N′,N′-dimethyl-malonamide Acetic Acid Salt). The yield is 116.1%. RXN SMILES: [C:1]([C:4]1[CH:9]=[CH:8][C:7]([CH2:10][CH:11]([C:25](=[O:29])[N:26]([CH3:28])[CH3:27])[C:12]([NH:14][C@@H:15]([CH:19]2[CH2:24][CH2:23][CH2:22][CH2:21][CH2:20]2)[C:16]([OH:18])=[O:17])=[O:13])=[CH:6][CH:5]=1)(=[NH:3])[NH2:2].Cl.[NH2:31][CH2:32][C:33]1[CH:40]=[CH:39][C:36]([C:37]#[N:38])=[CH:35][CH:34]=1.CN(C)C=O.C(N1CCOCC1)C>>[C:16]([OH:18])(=[O:17])[CH3:15].[C:1]([C:4]1[CH:9]=[CH:8][C:7]([CH2:10][CH:11]([C:25]([N:26]([CH3:27])[CH3:28])=[O:29])[C:12]([NH:14][C@H:15]([C:16](=[O:17])[NH:38][CH2:37][C:36]2[CH:39]=[CH:40][C:33]([C:32]#[N:31])=[CH:34][CH:35]=2)[CH:19]2[CH2:24][CH2:23][CH2:22][CH2:21][CH2:20]2)=[O:13])=[CH:6][CH:5]=1)(=[NH:3])[NH2:2] |f:1.2,5.6|. Reported procedure: To a solution of [3-(4-carbamimidoyl-phenyl)-2-(R,S)-dimethylcarbamoyl-propionylamino]-(S)-cyclohexyl-acetic acid (100 mg, 0.248 mmol, example 1 h) and 4-aminomethyl-benzonitrile hydrochloride (37 mg, 0.22 mmol) in dimethylformamide (10 ml) TOTU (79 mg, 0.24 mmol) and N-ethylmorpholine (50 mg, 0.44 mmol) were added at −15° C. The mixture was stirred for 1 hour and then allowed to warm to room temperature. After evaporation the residue was purified by chromatography on Sephadex LH20 employing n-b... The reactants are COc1ccc2cc(Br)ccc2c1C(C)O[Si](C)(C)C(C)(C)C, O=Cc1cn(C(c2ccccc2)(c2ccccc2)c2ccccc2)cn1. The product is COc1ccc2cc(C(O)c3cn(C(c4ccccc4)(c4ccccc4)c4ccccc4)cn3)ccc2c1C(C)O[Si](C)(C)C(C)(C)C. As a reaction SMILES: [Br:27][c:28]1[cH:29][c:30]2[cH:31][cH:32][c:33]([O:48][CH3:49])[c:34]([CH:38]([CH3:39])[O:40][Si:41]([CH3:42])([CH3:43])[C:44]([CH3:45])([CH3:46])[CH3:47])[c:35]2[cH:36][cH:37]1.[CH:1](=[O:2])[c:3]1[n:4][cH:5][n:6]([C:8]([c:9]2[cH:10][cH:11][cH:12][cH:13][cH:14]2)([c:15]2[cH:16][cH:17][cH:18][cH:19][cH:20]2)[c:21]2[cH:22][cH:23][cH:24][cH:25][cH:26]2)[cH:7]1>>[CH:1]([OH:2])([c:3]1[n:4][cH:5][n:6]([C:8]([c:9]2[cH:10][cH:11][cH:12][cH:13][cH:14]2)([c:15]2[cH:16][cH:17][cH:18][cH:19][cH:20]2)[c:21]2[cH:22][cH:23][cH:24][cH:25][cH:26]2)[cH:7]1)[c:28]1[cH:29][c:30]2[cH:31][cH:32][c:33]([O:48][CH3:49])[c:34]([CH:38]([CH3:39])[O:40][Si:41]([CH3:42])([CH3:43])[C:44]([CH3:45])([CH3:46])[CH3:47])[c:35]2[cH:36][cH:37]1.